describe an organic reaction: reactants, conditions, products, and yield From a dataset of the Open Reaction Database (ORD), a public repository of structured organic reaction records. Starting materials: C(=S)(N1C=NC=C1)N1C=NC=C1 (1,1'-thiocarbonyldiimidazole), N[C@H](CO)C(C)C ((S)-2-amino-3-methyl-1-butanol), N[C@]12CC[C@@H]([C@@]1(C)CC[C@@H]1[C@]3(CC[C@@H](C[C@H]3CC[C@@H]21)O)C)C(=O)OC ((3β,5β,14β,17β)-14-Amino-3-hydroxyandrostane-17-carboxylic Acid, Methyl Ester), C(=S)(N1C=NC=C1)N1C=NC=C1 (1,1'-thiocarbonyldiimidazole), C(Cl)Cl (CH2Cl2). Conditions: time 2 day. Yields the product (3β(S),5β,14β,17β)-14-Amino-14-Amino-3-[[[(l-hydroxymethyl-2-methylpropyl)amino]thioxomethyl]oxy]androstane-17-carboxylic Acid, Methyl Ester Hydrochloride, Cl.N[C@]12CC[C@@H]([C@@]1(C)CC[C@@H]1[C@]3(CC[C@@H](C[C@H]3CC[C@@H]21)OC(=S)NC(C(C)C)CO)C)C(=O)OC ((3β,5β,14β,17β)-14-Amino-3-[[[(l-hydroxymethyl-2-methylpropyl)amino]thioxomethyl]oxy]androstane-17-carboxylic Acid, Methyl Ester Hydrochloride). As a reaction SMILES: [NH2:1][C@@:2]12[C@H:19]3[C@@H:10]([C@:11]4([CH3:21])[C@H:16]([CH2:17][CH2:18]3)[CH2:15][C@@H:14]([OH:20])[CH2:13][CH2:12]4)[CH2:9][CH2:8][C@:6]1([CH3:7])[C@@H:5]([C:22]([O:24][CH3:25])=[O:23])[CH2:4][CH2:3]2.[C:26](N1C=CN=C1)(N1C=CN=C1)=[S:27].[NH2:38][C@@H:39]([CH:42]([CH3:44])[CH3:43])[CH2:40][OH:41].C(Cl)[Cl:46]>>[ClH:46].[NH2:1][C@@:2]12[C@H:19]3[C@@H:10]([C@:11]4([CH3:21])[C@H:16]([CH2:17][CH2:18]3)[CH2:15][C@@H:14]([O:20][C:26]([NH:38][CH:39]([CH2:40][OH:41])[CH:42]([CH3:44])[CH3:43])=[S:27])[CH2:13][CH2:12]4)[CH2:9][CH2:8][C@:6]1([CH3:7])[C@@H:5]([C:22]([O:24][CH3:25])=[O:23])[CH2:4][CH2:3]2 |f:4.5|. Procedure details: To a solution of 1.4 g (0.004 mole) of (3β,5β,14β,17β)-14-Amino-3-hydroxyandrostane-17-carboxylic Acid, Methyl Ester, prepared according to the procedure described in U.S. Pat. No. 4,885,280, incorporated by reference herein, in 50 ml of CH2Cl2 under N2 and stirring, 0.78 g (0.0044 mole) of 1,1'-thiocarbonyldiimidazole is added. After 2 days of stirring at ambient temperature, the solution is heated at reflux overnight and an additional 0.16 g (0.0009 mole) of 1,1'-thiocarbonyldiimidazole is add... Starting materials: C(C1=CC=CC=C1)Br (benzylbromide), C(=O)(OCC1=CC=CC=C1)N1[C@H](C(=O)O)CC(C1)O (N-Cbz-4-hydroxyproline), C(=O)([O-])[O-].[K+].[K+] (K2CO3), [Na+].[I-] (NaI). Solvent: CN(C)C=O (DMF), C(C)(=O)OCC (ethyl acetate). Yields the product C(C1=CC=CC=C1)OC([C@H]1N(CC(C1)O)C(=O)OCC1=CC=CC=C1)=O (N-Cbz-4-hydroxyproline benzyl ester). Reaction SMILES: [C:1]([N:11]1[CH2:18][CH:17]([OH:19])[CH2:16][C@H:12]1[C:13]([OH:15])=[O:14])([O:3][CH2:4][C:5]1[CH:10]=[CH:9][CH:8]=[CH:7][CH:6]=1)=[O:2].C([O-])([O-])=O.[K+].[K+].[Na+].[I-].[CH2:28](Br)[C:29]1[CH:34]=[CH:33][CH:32]=[CH:31][CH:30]=1>C(OCC)(=O)C.CN(C=O)C>[CH2:28]([O:14][C:13](=[O:15])[C@@H:12]1[CH2:16][CH:17]([OH:19])[CH2:18][N:11]1[C:1]([O:3][CH2:4][C:5]1[CH:6]=[CH:7][CH:8]=[CH:9][CH:10]=1)=[O:2])[C:29]1[CH:34]=[CH:33][CH:32]=[CH:31][CH:30]=1 |f:1.2.3,4.5|. Reported procedure: N-Cbz-4-hydroxyproline (40.00 g, 150.8 mmol) 8 was dissolved into 110 mL DMF. To this mixture was added 45.85 g of K2CO3 (2.2 eq; 331.7 mmol) and 2.30 g of NaI (0.1 eq). The reaction flask was purged with argon and 55.4 mL of benzylbromide (3 eq; 452 mmol) was added dropwise. This mixture was then stirred over night at room temperature. The reaction was then diluted with 300 mL ethyl acetate and washed with water (8×200 mL) to remove DMF, followed by washing with 100 mL brine. The organic layer ... Starting materials: OC1=CC(=C(C=C1)O)Br (4-hydroxy bromophenol), CC(C)OC(=O)/N=N/C(=O)OC(C)C (DIAD), CC(C(=O)OCC(C)O)=C (2-hydroxypropyl 2-methylacrylate), C1(=CC=CC=C1)P(C1=CC=CC=C1)C1=CC=CC=C1 (triphenyl phosphine). Solvent: C1CCOC1 (THF). Yields the product CC(C(=O)OCC(C)OC1=CC=C(C=C1)Br)=C (2-(4-bromophenoxy)propyl 2-methylacrylate). Reaction SMILES: O[C:2]1[CH:7]=[CH:6][C:5](O)=[C:4]([Br:9])[CH:3]=1.[CH3:10][C:11](=[CH2:19])[C:12]([O:14][CH2:15][CH:16]([OH:18])[CH3:17])=[O:13].C1(P(C2C=CC=CC=2)C2C=CC=CC=2)C=CC=CC=1.CC(OC(/N=N/C(OC(C)C)=O)=O)C>C1COCC1>[CH3:19][C:11](=[CH2:10])[C:12]([O:14][CH2:15][CH:16]([O:18][C:7]1[CH:6]=[CH:5][C:4]([Br:9])=[CH:3][CH:2]=1)[CH3:17])=[O:13]. Procedure details: Following the same preparation procedure of Example 2, the reaction was carried out with 4-hydroxy bromophenol (4 g), 2-hydroxypropyl 2-methylacrylate (3.33 g), triphenyl phosphine (6.06 g) and DIAD (4.69 g) in 50 ml of THF to give after chromatography purification pure 2-(4-bromophenoxy)propyl 2-methylacrylate as pale yellow oil. Starting materials: CC(C)(C)C(=O)CBr, CCO, Cl, NO, O. Product: CC(C)(C)C(CBr)=NO. Reaction SMILES: [Br:4][CH2:5][C:6]([C:7]([CH3:8])([CH3:9])[CH3:10])=[O:11].[CH3:12][CH2:13][OH:14].[ClH:1].[NH2:2][OH:3].[OH2:15]>>[N:2]([OH:3])=[C:6]([CH2:5][Br:4])[C:7]([CH3:8])([CH3:9])[CH3:10]. Starting materials: C1(=CC=CC=C1)C(N1C(C2(C3=CC=CC=C13)COC1=C2C=C(C(=C1)OC)F)=O)C1=CC=CC=C1 (1′-(diphenylmethyl)-5-fluoro-6-methoxyspiro[1-benzofuran-3,3′-indol]-2′(1′H)-one), C1(=CC=CC=C1)C(N1C(C2(C3=CC=CC=C13)COC1=C2C=C(C(=C1)OC)C)=O)C1=CC=CC=C1 (1′-(diphenylmethyl)-6-methoxy-5-methylspiro[1-benzofuran-3,3′-indol]-2′(1′H)-one). The product is FC=1C(=CC2=C(C1)C1(C(NC3=CC=CC=C13)=O)CO2)OC (5-fluoro-6-methoxyspiro[1-benzofuran-3,3′-indol]-2′(1′H)-one). As a reaction SMILES: C1(C(C2C=CC=CC=2)[N:8]2[C:16]3[C:11](=[CH:12][CH:13]=[CH:14][CH:15]=3)[C:10]3([C:20]4[CH:21]=[C:22]([F:27])[C:23]([O:25][CH3:26])=[CH:24][C:19]=4[O:18][CH2:17]3)[C:9]2=[O:28])C=CC=CC=1.C1(C(C2C=CC=CC=2)N2C3C(=CC=CC=3)C3(C4C=C(C)C(OC)=CC=4OC3)C2=O)C=CC=CC=1>>[F:27][C:22]1[C:23]([O:25][CH3:26])=[CH:24][C:19]2[O:18][CH2:17][C:10]3([C:11]4[C:16](=[CH:15][CH:14]=[CH:13][CH:12]=4)[NH:8][C:9]3=[O:28])[C:20]=2[CH:21]=1. Procedure: Following the procedure as described in EXAMPLE 3 and making non-critical variations using 1′-(diphenylmethyl)-5-fluoro-6-methoxyspiro[1-benzofuran-3,3′-indol]-2′(1′H)-one to replace 1′-(diphenylmethyl)-6-methoxy-5-methylspiro[1-benzofuran-3,3′-indol]-2′(1′H)-one, 5-fluoro-6-methoxyspiro[1-benzofuran-3,3′-indol]-2′(1′H)-one was obtained (82%) as a colorless solid: mp 222-225° C.; 1H NMR (300 MHz, CDCl3) δ8.33 (s, 1H), 7.29-7.21 (m, 1H), 7.12 (d, J=6.7 Hz, 1H), 7.03 (ddd, J=7.5, 7.5, 0.9 Hz, 1H),...